Dataset: the Open Reaction Database (ORD), a public repository of structured organic reaction records. Task: describe an organic reaction: reactants, conditions, products, and yield The reactants are C(C1=CC=CC=C1)OC1=C(C=CC(=C1)\C=C\C=1C=NC=CC1)N1CC(NS1(=O)=O)=O (5-[2-benzyloxy-4-((E)-2-pyridin-3-yl-vinyl)-phenyl]-1,1-dioxo-1,2,5-thiadiazolidin-3-one), B(Br)(Br)Br (BBr3). Solvent: C(Cl)Cl (methylene chloride). Reaction conditions: time 30 minute. Product: OC1=C(C=CC(=C1)\C=C\C=1C=NC=CC1)N1CC(NS1(=O)=O)=O (5-[2-Hydroxy-4-((E)-2-pyridin-3-yl-vinyl)-phenyl]-1,1-dioxo-1,2,5-thiadiazolidin-3-one). Reaction SMILES: C([O:8][C:9]1[CH:14]=[C:13](/[CH:15]=[CH:16]/[C:17]2[CH:18]=[N:19][CH:20]=[CH:21][CH:22]=2)[CH:12]=[CH:11][C:10]=1[N:23]1[S:27](=[O:29])(=[O:28])[NH:26][C:25](=[O:30])[CH2:24]1)C1C=CC=CC=1.B(Br)(Br)Br>C(Cl)Cl>[OH:8][C:9]1[CH:14]=[C:13](/[CH:15]=[CH:16]/[C:17]2[CH:18]=[N:19][CH:20]=[CH:21][CH:22]=2)[CH:12]=[CH:11][C:10]=1[N:23]1[S:27](=[O:29])(=[O:28])[NH:26][C:25](=[O:30])[CH2:24]1. Procedure: To a solution of 5-[2-benzyloxy-4-((E)-2-pyridin-3-yl-vinyl)-phenyl]-1,1-dioxo-1,2,5-thiadiazolidin-3-one (52 mg, 0.123 mmol) in methylene chloride (2 mL) at 0° C. is added BBr3 (0.247 mL, 1M in methylene chloride, 0.247 mmol) slowly and the mixture is stirred for 30 min. The mixture is quenched with 1N HCl and extracted with EtOAc. A yellow precipitate forms in the aqueous layer and is filtered and dried under reduced pressure to give the title compound: (M−1)−=330; HPLC retention time=0.77 min... The reactants are COC=1C=C(C=CC1)O.C1(O)=CC(O)=CC=C1.C=O (m-methoxyphenol resorcin formaldehyde), 15, [OH-].[NH4+] (ammonium hydroxide). Solvent: O (water). Product: N (ammonia), COC=1C=C(C=CC1)O.C1(O)=CC(O)=CC=C1.C=O (m-methoxyphenol resorcin formaldehyde). As a reaction SMILES: [CH3:1][O:2][C:3]1[CH:4]=[C:5]([OH:9])[CH:6]=[CH:7][CH:8]=1.[C:10]1([CH:17]=[CH:16][CH:15]=[C:13]([OH:14])[CH:12]=1)[OH:11].[CH2:18]=[O:19].[OH-].[NH4+:21]>O>[NH3:21].[CH3:1][O:2][C:3]1[CH:4]=[C:5]([OH:9])[CH:6]=[CH:7][CH:8]=1.[C:10]1([CH:17]=[CH:16][CH:15]=[C:13]([OH:14])[CH:12]=1)[OH:11].[CH2:18]=[O:19] |f:0.1.2,3.4,7.8.9|. Procedure: The resulting m-methoxyphenol/resorcin/formaldehyde cocondensate was sampled in an amount of 15 parts in solid basis, and 10.5 parts of 28% aqueous ammonium hydroxide solution was added to the sampled cocondensate, and further water was added to the mixture to make the total amount of the resulting mixture up to 100 parts to obtain an aqueous ammonia solution of the m-methoxyphenol/resorcin/formaldehyde cocondensate. 75 parts of the aqueous ammonia solution of the cocondensate was mixed with 100... Reactants: C(CCC)[Li] (n-butyllithium), BrC1=CC(OC2=C1C=C(C=C2)C(F)(F)F)(CF)CF (4-bromo-2,2-bis(fluoromethyl)-6-trifluoromethyl-2H-1-benzopyran), C(C)N=C=S (ethyl isothiocyanate). Run in C(C)OCC (diethyl ether), C(C)OCC (diethyl ether), C(C)OCC (diethyl ether). Conditions: time 2 minute. Product: C(C)NC(=S)C1=CC(OC2=C1C=C(C=C2)C(F)(F)F)(CF)CF (N-ethyl-2,2-bis(fluoromethyl)-6-trifluoromethyl-2H-1-benzopyran-4-carbothioamide). The yield is 56.9%. As a reaction SMILES: Br[C:2]1[C:7]2[CH:8]=[C:9]([C:12]([F:15])([F:14])[F:13])[CH:10]=[CH:11][C:6]=2[O:5][C:4]([CH2:18][F:19])([CH2:16][F:17])[CH:3]=1.C([Li])CCC.[CH2:25]([N:27]=[C:28]=[S:29])[CH3:26]>C(OCC)C>[CH2:25]([NH:27][C:28]([C:2]1[C:7]2[CH:8]=[C:9]([C:12]([F:15])([F:14])[F:13])[CH:10]=[CH:11][C:6]=2[O:5][C:4]([CH2:18][F:19])([CH2:16][F:17])[CH:3]=1)=[S:29])[CH3:26]. Reported procedure: An amount (103 mg) of 4-bromo-2,2-bis(fluoromethyl)-6-trifluoromethyl-2H-1-benzopyran was dissolved in diethyl ether (0.3 ml); to the solution, 1.68 M n-butyllithium (0.18 ml) was added at 0° C. under a nitrogen atmosphere. After stirring the reaction mixture for 2 minutes, a diethyl ether solution (0.3 ml) of ethyl isothiocyanate (34 mg) was added and the mixture was stirred for 2.5 hours at 0° C. The reaction mixture was diluted with diethyl ether, washed with a saturated aqueous solution of s... Reactants: C(CCC)(=O)OCC=O (2-oxoethyl butanoate), SCC(=O)O (mercaptoacetic acid). The reagents and catalysts are CC=1C=CC(=CC1)S(=O)(=O)O.O (p-TsOH.H2O). The solvent is C(C)#N (acetonitrile). Run at time 16 hour. Product: C(CCC)(=O)OCC1OC(CS1)=O ((5-oxo-1,3-oxathiolan-2-yl)methyl butanoate). Yield: 53.3%. Reaction SMILES: [C:1]([O:6][CH2:7][CH:8]=[O:9])(=[O:5])[CH2:2][CH2:3][CH3:4].[SH:10][CH2:11][C:12](O)=[O:13]>C(#N)C.CC1C=CC(S(O)(=O)=O)=CC=1.O>[C:1]([O:6][CH2:7][CH:8]1[S:10][CH2:11][C:12](=[O:13])[O:9]1)(=[O:5])[CH2:2][CH2:3][CH3:4] |f:3.4|. Procedure: A solution of 24 (3.90 g, 0.030 mol), mercaptoacetic acid (3.32 g, 0.036 mol) and p-TsOH.H2O (0.28 g, 1.5 mmol) in acetonitrile (600 ml) was heated at reflux for 3.5 hours. During the period of reflux, four portions of 25 ml each were drained from a Dean-Stark trap (to remove the water-acetonitrile azeotrope). Analysis of the reaction solution by TLC (6:1 hexane:AcOEt) revealed one major new component and no unreacted aldehyde (visualized by PMA and 2,4-DNP stains). The reaction solution was all...